From a dataset of the Open Reaction Database (ORD), a public repository of structured organic reaction records. describe an organic reaction: reactants, conditions, products, and yield Reactants: CSC1=CC=C(C=O)C=C1 (4-(methylthio)benzaldehyde), C(#N)[BH3-].[Na+] (sodium cyanoborohydride), Cl (hydrochloric acid), NCCCNCCCN (1,5,9-triazanonane). Reagents/catalysts: CC1=C(C=C(C(=C1Br)O)Br)C2(C=3C=CC=CC3S(=O)(=O)O2)C=4C=C(C(=C(C4C)Br)O)Br (bromocresol green). Solvent: C(C)O (ethanol), CO (methanol), CO (methanol). The product is CSC1=CC=C(C=C1)CNCCCNCCCNCC1=CC=C(C=C1)SC (1,9-Bis[(4-methylmercaptophenyl)methyl]-1,5,9-triazanonane). RXN SMILES: N[CH2:2][CH2:3][CH2:4][NH:5][CH2:6][CH2:7][CH2:8][NH2:9].[CH3:10][S:11][C:12]1[CH:19]=[CH:18][C:15]([CH:16]=O)=[CH:14][CH:13]=1.[C:20]([BH3-])#[N:21].[Na+].Cl>CO.CC1C(Br)=C(O)C(Br)=CC=1C1(C2C=C(Br)C(O)=C(Br)C=2C)OS(=O)(=O)C2C=CC=CC1=2.C(O)C>[CH3:10][S:11][C:12]1[CH:19]=[CH:18][C:15]([CH2:16][NH:9][CH2:8][CH2:7][CH2:6][NH:5][CH2:4][CH2:3][CH2:2][NH:21][CH2:20][C:15]2[CH:18]=[CH:19][C:12]([S:11][CH3:10])=[CH:13][CH:14]=2)=[CH:14][CH:13]=1 |f:2.3|. Reported procedure: Dissolve 1,5,9-triazanonane (655 mg, 0.005 mol) in methanol (distilled from Mg) (50 mL) and add 4-(methylthio)benzaldehyde (1.52 g, 0.01 mol), sodium cyanoborohydride (0.62 g, 0.010 mol) and 1 drop of 1% bromocresol green in ethanol. Maintain the pH of the reaction with 1N hydrochloric acid in methanol until the indicator no longer changes. Evaporate the solvent in vacuo and partition the residue between 1N sodium hydroxide (50 mL) and ethyl acetate (100 mL). Separate the organic phase, dry (MgS... The reactants are [O-]B([O-])Oc1ccc(Cl)cc1, CCOC(=O)C1=Cc2cc(Br)ccc2OCC1, O=C([O-])[O-], CCO, [K+], [K+], O, Cc1ccccc1. Yields the product CCOC(=O)C1=Cc2cc(-c3ccc(Cl)cc3)ccc2OCC1. Reaction SMILES: [B:18]([O-:19])([O-:27])[O:28][c:20]1[cH:21][cH:22][c:23]([Cl:26])[cH:24][cH:25]1.[Br:1][c:2]1[cH:3][cH:4][c:5]2[c:6]([cH:17]1)[CH:7]=[C:8]([C:12](=[O:13])[O:14][CH2:15][CH3:16])[CH2:9][CH2:10][O:11]2.[C:29](=[O:30])([O-:31])[O-:32].[CH2:36]([OH:37])[CH3:38].[K+:33].[K+:34].[OH2:35].[c:39]1([CH3:40])[cH:41][cH:42][cH:43][cH:44][cH:45]1>>[c:2]1(-[c:20]2[cH:21][cH:22][c:23]([Cl:26])[cH:24][cH:25]2)[cH:3][cH:4][c:5]2[c:6]([cH:17]1)[CH:7]=[C:8]([C:12](=[O:13])[O:14][CH2:15][CH3:16])[CH2:9][CH2:10][O:11]2. Starting materials: Cn1cc(-c2cn(S(=O)(=O)c3ccccc3)c3ncc(C4=CCCC4)cc23)cn1, CO, [OH-], [OH-], [Pd+2], c1cnc2[nH]ccc2c1. Yields the product Cn1cc(-c2cn(S(=O)(=O)c3ccccc3)c3ncc(C4CCCC4)cc23)cn1. Reaction SMILES: [C:1]1([c:6]2[cH:7][c:8]3[c:9]([n:10][cH:11]2)[n:12]([S:21](=[O:22])(=[O:23])[c:24]2[cH:25][cH:26][cH:27][cH:28][cH:29]2)[cH:13][c:14]3-[c:15]2[cH:16][n:17][n:18]([CH3:20])[cH:19]2)=[CH:2][CH2:3][CH2:4][CH2:5]1.[CH3:39][OH:40].[OH-:41].[OH-:42].[Pd+2:43].[nH:30]1[c:31]2[c:32]([cH:33][cH:34][cH:35][n:36]2)[cH:37][cH:38]1>>[CH:1]1([c:6]2[cH:7][c:8]3[c:9]([n:10][cH:11]2)[n:12]([S:21](=[O:22])(=[O:23])[c:24]2[cH:25][cH:26][cH:27][cH:28][cH:29]2)[cH:13][c:14]3-[c:15]2[cH:16][n:17][n:18]([CH3:20])[cH:19]2)[CH2:2][CH2:3][CH2:4][CH2:5]1.